From a dataset of the Open Reaction Database (ORD), a public repository of structured organic reaction records. describe an organic reaction: reactants, conditions, products, and yield The reactants are CCO, COc1ccc(C(=O)CCCC(=O)O)cc1, CC(=O)O, [H][H]. Product: COc1ccc(CCCCC(=O)O)cc1. As a reaction SMILES: [CH2:17]([OH:18])[CH3:19].[CH3:1][O:2][c:3]1[cH:4][cH:5][c:6]([C:9]([CH2:10][CH2:11][CH2:12][C:13](=[O:14])[OH:15])=[O:16])[cH:7][cH:8]1.[CH3:20][C:21](=[O:22])[OH:23].[H:24][H:25]>>[CH3:1][O:2][c:3]1[cH:4][cH:5][c:6]([CH2:9][CH2:10][CH2:11][CH2:12][C:13](=[O:14])[OH:15])[cH:7][cH:8]1. The reactants are C(C)(C)(C)OC(CN1C(=C(C2=CC=C(C=C12)C(=O)OC)C1CCCCC1)C1=C(C=CC=C1)CNCCN(C)C)=O (methyl 1-(2-tert-butoxy-2-oxoethyl)-3-cyclohexyl-2-[2-({[2-(dimethylamino)ethyl]amino}methyl)phenyl]-1H-indole-6-carboxylate), C(=O)(C(F)(F)F)O (TFA). Run in C(Cl)Cl.O (DCM H2O). Run at time 8 hour. Product: C1(CCCCC1)C1=C(N(C2=CC(=CC=C12)C(=O)OC)CC(=O)O)C1=C(C=CC=C1)CNCCN(C)C ([3-cyclohexyl-2-[2-({[2-(dimethylamino)ethyl]amino}methyl)phenyl]-6-(methoxycarbonyl)-1H-indol-1-yl]acetic acid). Reaction SMILES: C([O:5][C:6](=[O:40])[CH2:7][N:8]1[C:16]2[C:11](=[CH:12][CH:13]=[C:14]([C:17]([O:19][CH3:20])=[O:18])[CH:15]=2)[C:10]([CH:21]2[CH2:26][CH2:25][CH2:24][CH2:23][CH2:22]2)=[C:9]1[C:27]1[CH:32]=[CH:31][CH:30]=[CH:29][C:28]=1[CH2:33][NH:34][CH2:35][CH2:36][N:37]([CH3:39])[CH3:38])(C)(C)C.C(O)(C(F)(F)F)=O>C(Cl)Cl.O>[CH:21]1([C:10]2[C:11]3[C:16](=[CH:15][C:14]([C:17]([O:19][CH3:20])=[O:18])=[CH:13][CH:12]=3)[N:8]([CH2:7][C:6]([OH:40])=[O:5])[C:9]=2[C:27]2[CH:32]=[CH:31][CH:30]=[CH:29][C:28]=2[CH2:33][NH:34][CH2:35][CH2:36][N:37]([CH3:38])[CH3:39])[CH2:26][CH2:25][CH2:24][CH2:23][CH2:22]1 |f:2.3|. Procedure details: To a solution of methyl 1-(2-tert-butoxy-2-oxoethyl)-3-cyclohexyl-2-[2-({[2-(dimethylamino)ethyl]amino}methyl)phenyl]-1H-indole-6-carboxylate in DCM/H2O (2:1; 0.15 M), a stoichiometric excess of TFA was added dropwise and the solution was stirred at RT overnight. The volatiles were removed in vacuo, the residue taken up in Et2O, scratched and concentrated in vacuo again (2×) to drive off residual TFA. The crude was used in the next step without further purification; MS (ES+) m/z. 492 (M+H)+ The product is Cc1ccc(S(=O)(=O)OCC2C=Cc3ccc(Cl)c(-c4ccccc4C)c3O2)cc1. Reaction SMILES: [CH3:1][c:2]1[cH:3][cH:4][c:5]([S:8](=[O:9])(=[O:10])[O:11][CH2:12][CH:13]([CH:14]=[CH2:15])[O:16][c:17]2[c:18](-[c:27]3[c:28]([CH3:33])[cH:29][cH:30][cH:31][cH:32]3)[c:19]([Cl:26])[cH:20][cH:21][c:22]2[CH:23]=[CH:24][CH3:25])[cH:6][cH:7]1.[Cl:34][CH2:35][CH2:36][Cl:37]>>[CH3:1][c:2]1[cH:3][cH:4][c:5]([S:8](=[O:9])(=[O:10])[O:11][CH2:12][CH:13]2[CH:14]=[CH:15][c:22]3[c:17]([c:18](-[c:27]4[c:28]([CH3:33])[cH:29][cH:30][cH:31][cH:32]4)[c:19]([Cl:26])[cH:20][cH:21]3)[O:16]2)[cH:6][cH:7]1. Starting materials: C=CC(COS(=O)(=O)c1ccc(C)cc1)Oc1c(C=CC)ccc(Cl)c1-c1ccccc1C, ClCCCl. Starting materials: C(C=C)NC1=NC(=C(C2=CC(=CC=C12)OC)C1=CC=CC=C1)C#N (1-(allylamino)-6-methoxy-4-phenylisoquinoline-3-carbonitrile), O[C@H]1CNC[C@@H]1O ((3S,4S)-3,4-dihydroxypyrrolidine). Product: O[C@H]1CN(C[C@@H]1O)C1=NC(=C(C2=CC(=CC=C12)OC)C1=CC=CC=C1)C#N (1-[(3S,4S)-3,4-dihydroxypyrrolidin-1-yl]-6-methoxy-4-phenylisoquinoline-3-carbonitrile). RXN SMILES: C(N[C:5]1[C:14]2[C:9](=[CH:10][C:11]([O:15][CH3:16])=[CH:12][CH:13]=2)[C:8]([C:17]2[CH:22]=[CH:21][CH:20]=[CH:19][CH:18]=2)=[C:7]([C:23]#[N:24])[N:6]=1)C=C.[OH:25][C@@H:26]1[C@@H:30]([OH:31])[CH2:29][NH:28][CH2:27]1>>[OH:25][C@@H:26]1[C@@H:30]([OH:31])[CH2:29][N:28]([C:5]2[C:14]3[C:9](=[CH:10][C:11]([O:15][CH3:16])=[CH:12][CH:13]=3)[C:8]([C:17]3[CH:22]=[CH:21][CH:20]=[CH:19][CH:18]=3)=[C:7]([C:23]#[N:24])[N:6]=2)[CH2:27]1. Procedure details: Following the procedure for 1-(allylamino)-6-methoxy-4-phenylisoquinoline-3-carbonitrile, using (3S,4S)-3,4-dihydroxypyrrolidine in place of allylamine, the title compound was synthesized.